From a dataset of the Open Reaction Database (ORD), a public repository of structured organic reaction records. describe an organic reaction: reactants, conditions, products, and yield The reactants are COC(C1=CC=CC(=C1)C1=NC=C(C=C1)C)=O (5-(5-methyl-pyridin-2-yl)-benzoic acid methyl ester), C(I)I (methylene iodide), [N+](=O)([O-])[O-] (nitrate). Product: COC(C1=CC(=CC(=C1)C1=NC=C(C=C1)C)I)=O (3-iodo-5-(5-methyl-pyridin-2-yl)-benzoic acid methyl ester). RXN SMILES: [CH3:1][O:2][C:3](=[O:17])[C:4]1[CH:9]=[C:8]([C:10]2[CH:15]=[CH:14][C:13]([CH3:16])=[CH:12][N:11]=2)[CH:7]=[CH:6][CH:5]=1.C(I)[I:19].[N+]([O-])([O-])=O>>[CH3:1][O:2][C:3](=[O:17])[C:4]1[CH:9]=[C:8]([C:10]2[CH:15]=[CH:14][C:13]([CH3:16])=[CH:12][N:11]=2)[CH:7]=[C:6]([I:19])[CH:5]=1. Procedure: 5-(5-methyl-pyridin-2-yl)-benzoic acid methyl ester was treated with methylene iodide and isoamy nitrate using the procedure of step 5 of preparation 6, to afford 3-iodo-5-(5-methyl-pyridin-2-yl)-benzoic acid methyl ester, MS (M+H)=353. The reactants are CC1(C)CO1 (isobutylene oxide), ClC1=C(C(=O)OC)C=CC(=C1)S (methyl 2-chloro-4-mercaptobenzoate). Yields the product ClC1=C(C(=O)OC)C=CC(=C1)SCC(C)(C)O (methyl 2-chloro-4-(2-hydroxy-2-methylpropylthio)benzoate). RXN SMILES: [CH3:1][C:2]1([O:5][CH2:4]1)[CH3:3].[Cl:6][C:7]1[CH:16]=[C:15]([SH:17])[CH:14]=[CH:13][C:8]=1[C:9]([O:11][CH3:12])=[O:10]>>[Cl:6][C:7]1[CH:16]=[C:15]([S:17][CH2:4][C:2]([OH:5])([CH3:3])[CH3:1])[CH:14]=[CH:13][C:8]=1[C:9]([O:11][CH3:12])=[O:10]. Procedure: 8 g of methyl 4-amino-2-chlorobenzoate was dissolved in 16 mL of MeOH, 8 mL of H2O and 8 mL of concentrated hydrochloric acid and was then cooled to 0° C. A solution of 3.9 g of sodium nitrite in 15 mL of H2O was added dropwise over 30 min. The reaction was stirred at 0° C. for an additional 1 h. The cold diazonating mixture was added to a solution of 13.8 g of potassium ethyl xanthate in 10 mL of H2O at 50˜60° C. The reaction was heated to 65° C. for 2 h and monitored by TLC until complete. The... Starting materials: ClC1=CC2=C(C(NC3=C(N2C(=O)Cl)N=CC=C3)=O)C=C1 (9-chloro-11-(chlorocarbonyl)-5,11-dihydro-6H-pyrido[2,3-b][1,4]benzodiazepin-6-one), C(C)N(CCOCCC1CCNCC1)CC (4-[2-[2-(diethylamino)ethoxy]ethyl]piperidine). The solvent is C(C)#N (acetonitrile). The product is ClC1=CC2=C(C(NC3=C(N2C(=O)N2CCC(CC2)CCOCCN(CC)CC)N=CC=C3)=O)C=C1 (9-Chloro-11-[[4-[2-[2-(diethylamino)ethoxy]ethyl]-1-piperidinyl]carbonyl]-5,11-dihydro-6H-pyrido[2,3-b][1,4]benzodiazepin-6-one). The yield is 43.0%. As a reaction SMILES: [Cl:1][C:2]1[CH:20]=[CH:19][C:5]2[C:6](=[O:18])[NH:7][C:8]3[CH:17]=[CH:16][CH:15]=[N:14][C:9]=3[N:10]([C:11](Cl)=[O:12])[C:4]=2[CH:3]=1.[CH2:21]([N:23]([CH2:35][CH3:36])[CH2:24][CH2:25][O:26][CH2:27][CH2:28][CH:29]1[CH2:34][CH2:33][NH:32][CH2:31][CH2:30]1)[CH3:22]>C(#N)C>[Cl:1][C:2]1[CH:20]=[CH:19][C:5]2[C:6](=[O:18])[NH:7][C:8]3[CH:17]=[CH:16][CH:15]=[N:14][C:9]=3[N:10]([C:11]([N:32]3[CH2:33][CH2:34][CH:29]([CH2:28][CH2:27][O:26][CH2:25][CH2:24][N:23]([CH2:21][CH3:22])[CH2:35][CH3:36])[CH2:30][CH2:31]3)=[O:12])[C:4]=2[CH:3]=1. Procedure: Prepared analogously to Example 4 from 9-chloro-11-(chlorocarbonyl)-5,11-dihydro-6H-pyrido[2,3-b][1,4]benzodiazepin-6-one and 4-[2-[2-(diethylamino)ethoxy]ethyl]piperidine in a yield of 43% of theory. Colourless crystals, m.p. 145°-146° C. (acetonitrile), Rf 0.39 (conditions as in Example 54).